From a dataset of the Open Reaction Database (ORD), a public repository of structured organic reaction records. describe an organic reaction: reactants, conditions, products, and yield Starting materials: C1(=CC=CC=C1)OC1=C(C(C(C1(F)F)(F)F)(F)F)Cl (2-chloro-3,3,4,4,5,5-hexafluorocyclopentenyl phenyl ether), B([O-])([O-])[O-].Cl (borate HCl), [H][H] (hydrogen). The reagents and catalysts are [C].[Pd] (palladium-carbon). Yields the product C1(CCCCC1)OC1C(C(C(C1)(F)F)(F)F)(F)F (2,2,3,3,4,4-hexafluorocyclopentyl cyclohexyl ether). As a reaction SMILES: [C:1]1([O:7][C:8]2[C:12]([F:14])([F:13])[C:11]([F:16])([F:15])[C:10]([F:18])([F:17])[C:9]=2Cl)[CH:6]=[CH:5][CH:4]=[CH:3][CH:2]=1.B([O-])([O-])[O-].Cl.[H][H]>[C].[Pd]>[CH:1]1([O:7][CH:8]2[CH2:9][C:10]([F:17])([F:18])[C:11]([F:15])([F:16])[C:12]2([F:13])[F:14])[CH2:2][CH2:3][CH2:4][CH2:5][CH2:6]1 |f:1.2,4.5|. Procedure details: 605 g (2 mol) of 2-chloro-3,3,4,4,5,5-hexafluorocyclopentenyl phenyl ether are suspended in 500 ml of pH 9 buffer (borate/HCl) in a 1.3 1 autoclave and hydrogenated over 50 g of palladium-carbon at 7020 -80° C. using 80 bar of hydrogen. The mixture is worked up analogously to Example 7 and 2,2,3,3,4,4-hexafluorocyclopentyl cyclohexyl ether is obtained. Reactants: C=C(C)C (isobutene), C(=O)=O (dry ice), C=O (paraformaldehyde), C=O (paraformaldehyde), stainless steel, S(=O)([O-])[O-].[Na+].[Na+] (sodium sulfite). The reagents and catalysts are C=O (paraformaldehyde), P(=O)(O)([O-])[O-].[Na+].[Na+] (sodium hydrogenphosphate). The solvent is CO (methanol), C(C)(C)(C)O (t-butanol). Run at temperature 200 celsius, time 4 hour. Yields the product CC(CCO)=C (3-methyl-3-butene-1-ol), CC(=CCO)C (3-methyl-2-butene-1-ol). Reaction SMILES: [C:1](=[O:3])=O.[CH2:4]=[C:5]([CH3:7])[CH3:6].[CH2:8]=[O:9].S([O-])([O-])=O.[Na+].[Na+]>C=O.P([O-])([O-])(O)=O.[Na+].[Na+].CO.C(O)(C)(C)C>[CH3:6][C:5](=[CH2:4])[CH2:7][CH2:1][OH:3].[CH3:6][C:5]([CH3:7])=[CH:4][CH2:8][OH:9] |f:3.4.5,7.8.9|. Procedure details: In a stainless steel autoclave having an inner volume of 300 ml, 9.0 g of paraformaldehyde of 95% purity, 0.22 g of sodium hydrogenphosphate as catalyst, and 60 ml of t-butanol were placed and the autoclave was closed. While cooling the autoclave with a dry ice and methanol mixture, the air in the autoclave was replaced by nitrogen and then 150 ml of isobutene was added thereto. Then the autoclave was brought to room temperature and no leak was found. Then the mixture was reacted with stirring a... The reactants are C(C)(C)(C)OC(=O)N1[C@@H](CC(C1)=NOCC1=CC=C(C=C1)OC)C(=O)O ((2S,4EZ)-1-(tert-butoxycarbonyl)-4-{[(4-methoxybenzyl)oxy]imino}-2-pyrrolidinecarboxylic acid), COCC(=O)Cl (methoxyacetyl chloride), C(C1=CC=CC=C1)N (benzylamine). The product is C(C1=CC=CC=C1)NC(=O)[C@H]1N(CC(C1)=NOCC1=CC=C(C=C1)OC)C(COC)=O ((2S,4EZ)-N-benzyl-1-(methoxyacetyl)-4-{[(4-methoxybenzyl)oxy]imino}-2-pyrrolidinecarboxamide). As a reaction SMILES: C(O[C:6]([N:8]1[CH2:12][C:11](=[N:13][O:14][CH2:15][C:16]2[CH:21]=[CH:20][C:19]([O:22][CH3:23])=[CH:18][CH:17]=2)[CH2:10][C@H:9]1[C:24]([OH:26])=O)=[O:7])(C)(C)C.[CH3:27][O:28][CH2:29]C(Cl)=O.[CH2:33]([NH2:40])[C:34]1[CH:39]=[CH:38][CH:37]=[CH:36][CH:35]=1>>[CH2:33]([NH:40][C:24]([C@@H:9]1[CH2:10][C:11](=[N:13][O:14][CH2:15][C:16]2[CH:17]=[CH:18][C:19]([O:22][CH3:23])=[CH:20][CH:21]=2)[CH2:12][N:8]1[C:6](=[O:7])[CH2:29][O:28][CH3:27])=[O:26])[C:34]1[CH:39]=[CH:38][CH:37]=[CH:36][CH:35]=1. Reported procedure: Following the general method as outlined in Example 22, starting from (2S,4EZ)-1-(tert-butoxycarbonyl)-4-{[(4-methoxybenzyl)oxy]imino}-2-pyrrolidinecarboxylic acid, methoxyacetyl chloride, and benzylamine the title compound was obtained in 49% purity by LC/MS. MS(ESI+): m/z=426.2. Reactants: FC1=C(C=C(C(=C1)[N+](=O)[O-])F)NC(C)=O (N-(2,5-difluoro-4-nitrophenyl)acetamide), CO (methanol). The solvent is O1CCCC1 (tetrahydrofuran), O1CCCC1 (tetrahydrofuran). Conditions: temperature 0 celsius, time 2 day. Product: C(C)NC1=C(C=C(C(=C1)F)[N+](=O)[O-])F (N-ethyl-2,5-difluoro-4-nitroaniline). Yield: 95.5%. Reaction SMILES: [F:1][C:2]1[CH:7]=[C:6]([N+:8]([O-:10])=[O:9])[C:5]([F:11])=[CH:4][C:3]=1[NH:12][C:13](=O)[CH3:14].CO>O1CCCC1>[CH2:13]([NH:12][C:3]1[CH:4]=[C:5]([F:11])[C:6]([N+:8]([O-:10])=[O:9])=[CH:7][C:2]=1[F:1])[CH3:14]. Procedure details: To a cold (0° C.), stirred solution of 6.3 g (0.029 mole) of N-(2,5-difluoro-4-nitrophenyl)acetamide in 100 ml of dry tetrahydrofuran was added dropwise 8.8 ml of a 10M boranedimethyl sulfide complex in tetrahydrofuran. The reaction mixture was heated until a gentle reflux was maintained with no external heating. When this reflux subsided, the mixture was reheated at reflux for three hours. The reaction mixture was cooled to 0° C., and methanol was added dropwise until no gas evolution was seen ... Starting materials: N1=CC=C(C=C1)C=1N(C=CN1)CC=1C=C(C=CC1)N (3-(2-Pyridin-4-yl-imidazol-1-ylmethyl)-phenylamine), N(=C=O)C1=C(C=CC(=C1)C(F)(F)F)OC (2-isocyanato-1-methoxy-4-trifluoromethyl-benzene). Solvent: C(Cl)Cl (DCM), CN(C)C=O (DMF). Yields the product COC1=C(C=C(C=C1)C(F)(F)F)NC(=O)NC1=CC(=CC=C1)CN1C(=NC=C1)C1=CC=NC=C1 (1-(2-methoxy-5-trifluoromethyl-phenyl)-3-[3-(2-pyridin-4-yl-imidazol-1-ylmethyl)-phenyl]-urea). Reaction SMILES: [N:1]1[CH:6]=[CH:5][C:4]([C:7]2[N:8]([CH2:12][C:13]3[CH:14]=[C:15]([NH2:19])[CH:16]=[CH:17][CH:18]=3)[CH:9]=[CH:10][N:11]=2)=[CH:3][CH:2]=1.[N:20]([C:23]1[CH:28]=[C:27]([C:29]([F:32])([F:31])[F:30])[CH:26]=[CH:25][C:24]=1[O:33][CH3:34])=[C:21]=[O:22]>C(Cl)Cl.CN(C=O)C>[CH3:34][O:33][C:24]1[CH:25]=[CH:26][C:27]([C:29]([F:32])([F:31])[F:30])=[CH:28][C:23]=1[NH:20][C:21]([NH:19][C:15]1[CH:16]=[CH:17][CH:18]=[C:13]([CH2:12][N:8]2[CH:9]=[CH:10][N:11]=[C:7]2[C:4]2[CH:5]=[CH:6][N:1]=[CH:2][CH:3]=2)[CH:14]=1)=[O:22]. Procedure details: To a solution of 3-(2-Pyridin-4-yl-imidazol-1-ylmethyl)-phenylamine (50 mg, 0.2 mmol) in DCM (4.0 mL) and DMF (1.0 mL) is added 2-isocyanato-1-methoxy-4-trifluoromethyl-benzene (43 mg, 0.2 mmol) and allowed to react overnight. The resulting crude was concentrated under reduced pressure and the residue is purified by column chromatography (DCM:MeOH) to afford 1-(2-methoxy-5-trifluoromethyl-phenyl)-3-[3-(2-pyridin-4-yl-imidazol-1-ylmethyl)-phenyl]-urea as a white solid. The reactants are [N+]1(=CC=CC=C1)[O-] (pyridine-N-oxide), C1(=CC=C(C=C1)S(=O)(=O)OCC1=CC=CC=C1)C (benzyl p-toluenesulfonate). Product: C1(=CC=C(C=C1)S(=O)(=O)[O-])C.C(C1=CC=CC=C1)O[N+]1=CC=CC=C1 (N-benzyloxypyridinium p-toluenesulfonate). As a reaction SMILES: [N+:1]1([O-])[CH:6]=[CH:5][CH:4]=[CH:3][CH:2]=1.[C:8]1([CH3:25])[CH:13]=[CH:12][C:11]([S:14]([O:17][CH2:18][C:19]2[CH:24]=[CH:23][CH:22]=[CH:21][CH:20]=2)(=[O:16])=[O:15])=[CH:10][CH:9]=1>>[C:8]1([CH3:25])[CH:9]=[CH:10][C:11]([S:14]([O-:17])(=[O:15])=[O:16])=[CH:12][CH:13]=1.[CH2:18]([O:17][N+:1]1[CH:6]=[CH:5][CH:4]=[CH:3][CH:2]=1)[C:19]1[CH:20]=[CH:21][CH:22]=[CH:23][CH:24]=1 |f:2.3|. Reported procedure: N-Benzyloxypyridinium p-toluenesulfonate was prepared by mixing pyridine-N-oxide and an equimolar amount of benzyl p-toluenesulfonate and heating the mixture at 85°C for 4 hours. The crude product was recrystallized from a mixture of ethanol and ethyl acetate. By this procedure N-benzyloxypyridinium p-toluenesulfonate having a melting point of 107° to 109°C was obtained. Starting materials: CC#N, CC1CCCC(N)C1C, CC#N, ClCCl, O=C(O)c1ccc2c(c1)OCO2, CN(C)C=O, Oc1cccc2[nH]nnc12. Product: CC1CCCC(NC(=O)c2ccc3c(c2)OCO3)C1C. As a reaction SMILES: [C:38](#[N:39])[CH3:40].[CH3:1][CH:2]1[CH:3]([NH2:9])[CH2:4][CH2:5][CH2:6][CH:7]1[CH3:8].[CH3:32][C:33]#[N:34].[Cl:35][CH2:36][Cl:37].[O:10]1[CH2:11][O:12][c:13]2[c:14]1[cH:15][cH:16][c:17]([C:19](=[O:20])[OH:21])[cH:18]2.[O:41]=[CH:42][N:43]([CH3:44])[CH3:45].[OH:22][c:23]1[c:24]2[n:25][n:26][nH:27][c:28]2[cH:29][cH:30][cH:31]1>>[CH3:1][CH:2]1[CH:3]([NH:9][C:19]([c:17]2[cH:16][cH:15][c:14]3[c:13]([cH:18]2)[O:12][CH2:11][O:10]3)=[O:20])[CH2:4][CH2:5][CH2:6][CH:7]1[CH3:8]. The reactants are COC(C[C@@H]1COC2=C1C=CC(=C2)O[C@@H]2CCC1=C(C=CC(=C21)F)Br)=O ({(S)-6-[(R)-4-bromo-7-fluoro-indan-1-yloxy]-2,3-dihydro-benzofuran-3-yl}-acetic acid methyl ester), [Br-].C(#N)C1=CC=C(C[Zn+])C=C1 (4-cyano-benzylzinc bromide), Intermediate 1. Reagents/catalysts: C(C)(C)C1=C(C(=CC=C1)C(C)C)N1C(N(C=C1)C1=C(C=CC=C1C(C)C)C(C)C)=[Pd-3](C1=NC=CC=C1Cl)(Cl)Cl ([1,3-bis(2,6-diisopropylphenyl)imidazol-2-ylidene]-(3-chloropyridyl)-palladium(II) dichloride). The product is COC(C[C@@H]1COC2=C1C=CC(=C2)O[C@@H]2CCC1=C(C=CC(=C21)F)CC2=CC=C(C=C2)C#N)=O ({(S)-6-[(R)-4-(4-Cyano-benzyl)-7-fluoro-indan-1-yloxy]-2,3-dihydro-benzofuran-3-yl}-acetic acid methyl ester). As a reaction SMILES: [CH3:1][O:2][C:3](=[O:26])[CH2:4][C@H:5]1[C:9]2[CH:10]=[CH:11][C:12]([O:14][C@H:15]3[C:23]4[C:18](=[C:19](Br)[CH:20]=[CH:21][C:22]=4[F:24])[CH2:17][CH2:16]3)=[CH:13][C:8]=2[O:7][CH2:6]1.[Br-].[C:28]([C:30]1[CH:37]=[CH:36][C:33]([CH2:34][Zn+])=[CH:32][CH:31]=1)#[N:29]>C(C1C=CC=C(C(C)C)C=1N1C=CN(C2C(C(C)C)=CC=CC=2C(C)C)C1=[Pd-3](Cl)(Cl)C1C(Cl)=CC=CN=1)(C)C>[CH3:1][O:2][C:3](=[O:26])[CH2:4][C@H:5]1[C:9]2[CH:10]=[CH:11][C:12]([O:14][C@H:15]3[C:23]4[C:18](=[C:19]([CH2:34][C:33]5[CH:36]=[CH:37][C:30]([C:28]#[N:29])=[CH:31][CH:32]=5)[CH:20]=[CH:21][C:22]=4[F:24])[CH2:17][CH2:16]3)=[CH:13][C:8]=2[O:7][CH2:6]1 |f:1.2|. Procedure details: The title compound is prepared from {(S)-6-[(R)-4-bromo-7-fluoro-indan-1-yloxy]-2,3-dihydro-benzofuran-3-yl}-acetic acid methyl ester and 4-cyano-benzylzinc bromide following a procedure analogous to that described in Step 6 of Intermediate 1; [1,3-bis(2,6-diisopropylphenyl)imidazol-2-ylidene]-(3-chloropyridyl)-palladium(II) dichloride (Pd-PEPPSI-IPr) is used as catalyst. LC (method 9): tR=0.74 min; Mass spectrum (ESI+): m/z=458 [M+H]+. Reaction SMILES: [CH3:1][C:2]1[CH:3]=[C:4]([NH2:12])[CH:5]=[C:6]([CH3:11])[C:7]=1[N+:8]([O-:10])=[O:9].[F:13][C:14]([F:24])([F:23])[C:15]1[CH:22]=[CH:21][C:18]([CH:19]=O)=[CH:17][CH:16]=1.O>C(O)C>[CH3:11][C:6]1[CH:5]=[C:4]([NH:12][CH2:19][C:18]2[CH:17]=[CH:16][C:15]([C:14]([F:13])([F:23])[F:24])=[CH:22][CH:21]=2)[CH:3]=[C:2]([CH3:1])[C:7]=1[N+:8]([O-:10])=[O:9]. Reactants: CC=1C=C(C=C(C1[N+](=O)[O-])C)N (3,5-Dimethyl-4-nitro-phenylamine), FC(C1=CC=C(C=O)C=C1)(F)F (4-trifluoromethyl-benzaldehyde), O (water). Solvent: C(C)O (ethanol). Procedure details: 3,5-Dimethyl-4-nitro-phenylamine (3.95 g) and 4-trifluoromethyl-benzaldehyde (4.87 mL) were dissolved in ethanol (50 mL) and refluxed for 16 h. The reaction mixture was poured into water (75 mL) and the precipitate collected by filtration. Sodium cyanoborohydride (3.1 g) and acetic acid (7.0 mL) were added to the precipitate dispersed in methanol (130 mL) and stirred for 60 minutes. The reaction mixture was filtered, water (350 mL) was added and the organic solvent was removed in vacuo. The prod... The yield is 85.0%. The product is CC=1C=C(C=C(C1[N+](=O)[O-])C)NCC1=CC=C(C=C1)C(F)(F)F ((3,5-Dimethyl-4-nitro-phenyl)-(4-trifluoromethyl-benzyl)-amine). Run at time 60 minute.